Dataset: the Open Reaction Database (ORD), a public repository of structured organic reaction records. Task: describe an organic reaction: reactants, conditions, products, and yield Starting materials: O (water), C([O-])([O-])=O.[K+].[K+] (potassium carbonate), FC(C=1C=C(C=CC1)O)(F)F (3-trifluoromethylphenol), BrC(=C)CC (2-bromobutene). Run in CC(CC)=O (2-butanone), CC(CC)=O (2-butanone). The product is FC(C=1C=C(OCC=CC)C=CC1)(F)F ((3-trifluoromethylphenoxy)-2-butene). Reaction SMILES: C(=O)([O-])[O-].[K+].[K+].[F:7][C:8]([F:17])([F:16])[C:9]1[CH:10]=[C:11]([OH:15])[CH:12]=[CH:13][CH:14]=1.Br[C:19]([CH2:21][CH3:22])=[CH2:20].O>CC(=O)CC>[F:7][C:8]([F:16])([F:17])[C:9]1[CH:10]=[C:11]([CH:12]=[CH:13][CH:14]=1)[O:15][CH2:20][CH:19]=[CH:21][CH3:22] |f:0.1.2|. Procedure: 18 g of potassium carbonate were added to 15 ml of 3-trifluoromethylphenol and 25 ml of 2-butanone with stirring and then 15.1 ml of 2-bromobutene in 70 ml of 2-butanone were added. The mixture was refluxed for 90 minutes, then stirred for 72 hours at ambient temperature. 300 ml of water were then added, followed by extraction with methylene chloride. The extracts were dried and concentrated to dryness to obtain 21.73 g of the expected product. Reactants: O=C1Cc2cc(Br)ccc2N1, Cc1[nH]c(C=O)c(C)c1CCC(=O)O, C1CCNCC1, CCO. Product: Cc1[nH]c(C=C2C(=O)Nc3ccc(Br)cc32)c(C)c1CCC(=O)O. RXN SMILES: [Br:15][c:16]1[cH:17][c:18]2[c:22]([cH:23][cH:24]1)[NH:21][C:20](=[O:25])[CH2:19]2.[C:1](=[O:2])([OH:3])[CH2:4][CH2:5][c:6]1[c:7]([CH3:14])[nH:8][c:9]([CH:12]=[O:13])[c:10]1[CH3:11].[CH2:26]1[CH2:27][CH2:28][NH:29][CH2:30][CH2:31]1.[CH3:32][CH2:33][OH:34]>>[C:1](=[O:2])([OH:3])[CH2:4][CH2:5][c:6]1[c:7]([CH3:14])[nH:8][c:9]([CH:12]=[C:19]2[c:18]3[cH:17][c:16]([Br:15])[cH:24][cH:23][c:22]3[NH:21][C:20]2=[O:25])[c:10]1[CH3:11]. Procedure: To 1-4 (27.9 g, 0.082 moles) dissolved in DMSO (400 ml) was added sodium azide (5.61 g, 0.086 moles) at room temperature and the resulting solution was heated at 65° for 2 hrs. The cooled reaction mixture was diluted with 250 ml EtOAc, extracted with 2×100 ml portions of water, 2×50 ml portions of brine and then dried (MgSO4). Solvent removal provided 1-5 as a pale yellow oil, Rf 0.5 (silica gel, 20% acetone/hexane). ##STR13## The solvent is CS(=O)C (DMSO), CCOC(=O)C (EtOAc). Reactants: C(=O)(OC(C)(C)C)N1CCC(CC1)CCI (2-(N-Boc-4-Piperidinyl)ethyl Iodide), [N-]=[N+]=[N-].[Na+] (sodium azide). Product: C(=O)(OC(C)(C)C)N1CCC(CC1)CCN=[N+]=[N-] (2-(N-Boc-4-Piperidinyl)ethyl Azide). As a reaction SMILES: [C:1]([N:8]1[CH2:13][CH2:12][CH:11]([CH2:14][CH2:15]I)[CH2:10][CH2:9]1)([O:3][C:4]([CH3:7])([CH3:6])[CH3:5])=[O:2].[N-:17]=[N+:18]=[N-:19].[Na+]>CS(C)=O.CCOC(C)=O>[C:1]([N:8]1[CH2:13][CH2:12][CH:11]([CH2:14][CH2:15][N:17]=[N+:18]=[N-:19])[CH2:10][CH2:9]1)([O:3][C:4]([CH3:7])([CH3:6])[CH3:5])=[O:2] |f:1.2|. Reactants: COc1cc2c(cc1OC)CN(CCCCN)CC2, Cc1ccc(O)c(C(=O)O)c1, C(=NC1CCCCC1)=NC1CCCCC1, ClCCl, O, On1nnc2ccccc21. Product: COc1cc2c(cc1OC)CN(CCCCNC(=O)c1cc(C)ccc1O)CC2. Reaction SMILES: [CH3:12][O:13][c:14]1[cH:15][c:16]2[c:21]([cH:22][c:23]1[O:24][CH3:25])[CH2:20][N:19]([CH2:26][CH2:27][CH2:28][CH2:29][NH2:30])[CH2:18][CH2:17]2.[CH3:1][c:2]1[cH:3][cH:4][c:5]([OH:11])[c:6]([C:7](=[O:8])[OH:9])[cH:10]1.[CH:31]1([N:32]=[C:33]=[N:34][CH:35]2[CH2:36][CH2:37][CH2:38][CH2:39][CH2:40]2)[CH2:41][CH2:42][CH2:43][CH2:44][CH2:45]1.[Cl:57][CH2:58][Cl:59].[OH2:46].[OH:47][n:48]1[c:49]2[cH:50][cH:51][cH:52][cH:53][c:54]2[n:55][n:56]1>>[CH3:1][c:2]1[cH:3][cH:4][c:5]([OH:11])[c:6]([C:7](=[O:9])[NH:30][CH2:29][CH2:28][CH2:27][CH2:26][N:19]2[CH2:18][CH2:17][c:16]3[cH:15][c:14]([O:13][CH3:12])[c:23]([O:24][CH3:25])[cH:22][c:21]3[CH2:20]2)[cH:10]1. Reported procedure: The process is carried out as in stage 3 of Example 3, but using 165.4 mg of 2-fluoro-4-[4-(quinolin-3-yl)-9H-carbazol-9-yl]benzonitrile, obtained according to stage 2 of Example 3, 165.8 mg of potassium carbonate and 279 mg of 1-(aminomethyl)cyclopropan-1-ol in 1.7 ml of dimethyl sulphoxide, in a microwave for 1 hour and 30 minutes at 115° C. 0.76 ml of a 1M aqueous solution of sodium hydroxide, 0.735 ml of a 30% aqueous solution of hydrogen peroxide and 4 ml of ethanol are then added to the re... Solvent: C(C)O (ethanol), CS(=O)C (dimethyl sulphoxide). As a reaction SMILES: F[C:2]1[CH:9]=[C:8]([N:10]2[C:22]3[CH:21]=[CH:20][CH:19]=[C:18]([C:23]4[CH:24]=[N:25][C:26]5[C:31]([CH:32]=4)=[CH:30][CH:29]=[CH:28][CH:27]=5)[C:17]=3[C:16]3[C:11]2=[CH:12][CH:13]=[CH:14][CH:15]=3)[CH:7]=[CH:6][C:3]=1[C:4]#[N:5].C(=O)([O-])[O-:34].[K+].[K+].[NH2:39][CH2:40][C:41]1([OH:44])[CH2:43][CH2:42]1.[OH-].[Na+].OO>CS(C)=O.C(O)C>[N:25]1[C:26]2[C:31](=[CH:30][CH:29]=[CH:28][CH:27]=2)[CH:32]=[C:23]([C:18]2[C:17]3[C:16]4[C:11](=[CH:12][CH:13]=[CH:14][CH:15]=4)[N:10]([C:8]4[CH:7]=[CH:6][C:3]([C:4]([NH2:5])=[O:34])=[C:2]([NH:39][CH2:40][C:41]5([OH:44])[CH2:43][CH2:42]5)[CH:9]=4)[C:22]=3[CH:21]=[CH:20][CH:19]=2)[CH:24]=1 |f:1.2.3,5.6|. Reactants: FC1=C(C#N)C=CC(=C1)N1C2=CC=CC=C2C=2C(=CC=CC12)C=1C=NC2=CC=CC=C2C1 (2-fluoro-4-[4-(quinolin-3-yl)-9H-carbazol-9-yl]benzonitrile), aqueous solution, [OH-].[Na+] (sodium hydroxide), aqueous solution, OO (hydrogen peroxide), C([O-])([O-])=O.[K+].[K+] (potassium carbonate), NCC1(CC1)O (1-(aminomethyl)cyclopropan-1-ol). Yields the product N1=CC(=CC2=CC=CC=C12)C1=CC=CC=2N(C3=CC=CC=C3C12)C1=CC(=C(C(=O)N)C=C1)NCC1(CC1)O (4-[4-(quinolin-3-yl)-9H-carbazol-9-yl]-2-[(1-hydroxycyclopropan-1-yl)methylamino]benzamide). The reactants are O=C1NCc2ccccc21, O=C([O-])[O-], CC(C)=O, CCCCCC, CCOC(C)=O, COc1cccc(CCl)c1, [Cs+], [Cs+], C1COCCOCCOCCOCCOCCO1. Yields the product COc1cccc(CN2Cc3ccccc3C2=O)c1. RXN SMILES: [C:1]1(=[O:10])[NH:2][CH2:3][c:4]2[cH:5][cH:6][cH:7][cH:8][c:9]21.[C:21](=[O:22])([O-:23])[O-:24].[CH3:45][C:46](=[O:47])[CH3:48].[CH3:49][CH2:50][CH2:51][CH2:52][CH2:53][CH3:54].[CH3:55][CH2:56][O:57][C:58](=[O:59])[CH3:60].[Cl:11][CH2:12][c:13]1[cH:14][c:15]([O:19][CH3:20])[cH:16][cH:17][cH:18]1.[Cs+:25].[Cs+:26].[O:27]1[CH2:28][CH2:29][O:30][CH2:31][CH2:32][O:33][CH2:34][CH2:35][O:36][CH2:37][CH2:38][O:39][CH2:40][CH2:41][O:42][CH2:43][CH2:44]1>>[C:1]1(=[O:10])[N:2]([CH2:12][c:13]2[cH:14][c:15]([O:19][CH3:20])[cH:16][cH:17][cH:18]2)[CH2:3][c:4]2[cH:5][cH:6][cH:7][cH:8][c:9]21. The reactants are [OH-].[K+] (Potassium hydroxide), OC12C(CC1CN1CCCCC1)C=CC=C2 (3-hydroxy-1-(1-piperidinylmethyl)benzocyclobutene), BrCCCBr (1,3-dibromopropane). Reagents/catalysts: [Cl-].C(CCC)[N+](CCCC)(CCCC)CCCC (tetrabutylammonium chloride). The solvent is CCOCC (ether). Conditions: time 2 day. Product: BrCCCOC=1C=C2C(CC2CN2CCCCC2)=CC1 (5-(3-Bromopropoxy)-1-(1-piperidinylmethyl)Benzocyclobutene). Reaction SMILES: [OH-:1].[K+].O[C:4]12[CH:18]=[CH:17][CH:16]=[CH:15][CH:5]1[CH2:6][CH:7]2[CH2:8][N:9]1[CH2:14][CH2:13][CH2:12][CH2:11][CH2:10]1.[Br:19][CH2:20][CH2:21][CH2:22]Br>[Cl-].C([N+](CCCC)(CCCC)CCCC)CCC.CCOCC>[Br:19][CH2:20][CH2:21][CH2:22][O:1][C:17]1[CH:18]=[C:4]2[CH:7]([CH2:8][N:9]3[CH2:14][CH2:13][CH2:12][CH2:11][CH2:10]3)[CH2:6][C:5]2=[CH:15][CH:16]=1 |f:0.1,4.5|. Procedure details: Potassium hydroxide (1.5 g, 10%) is added over a period of 1 hour 15 min to a stirred suspension of 3-hydroxy-1-(1-piperidinylmethyl)benzocyclobutene (1.0 g), and tetrabutylammonium chloride (0.13 g) in 1,3-dibromopropane (4.6 ml) and the resulting mixture stirred at RT under nitrogen for two days. The reaction mixture is partitioned between ice-water and ether and the aqueous layer separated and extracted with ether. The combined organic extract is washed with water, ice cold 5% aqueous HCl the... The reactants are C1CCNC1, O=C(Nc1nc2cnccc2s1)Oc1ccccc1, CN(C)C=O. The product is O=C(Nc1nc2cnccc2s1)N1CCCC1. Reaction SMILES: [CH2:20]1[CH2:21][CH2:22][NH:23][CH2:24]1.[O:1]([c:2]1[cH:3][cH:4][cH:5][cH:6][cH:7]1)[C:8](=[O:9])[NH:10][c:11]1[s:12][c:13]2[c:14]([cH:15][n:16][cH:17][cH:18]2)[n:19]1.[O:25]=[CH:26][N:27]([CH3:28])[CH3:29]>>[C:8](=[O:9])([NH:10][c:11]1[s:12][c:13]2[c:14]([cH:15][n:16][cH:17][cH:18]2)[n:19]1)[N:23]1[CH2:22][CH2:21][CH2:20][CH2:24]1. Reactants: N[C@@H]([C@@H](C)CC)C(=O)N[C@@H](CSC(C1=CC=CC=C1)(C1=CC=CC=C1)C1=CC=CC=C1)C(=O)N[C@@H](CO)C(=O)N[C@@H](CC(C)C)C(=O)N[C@@H](CC1=CC=C(C=C1)OC(C)(C)C)C(=O)N[C@@H](CCC(N)=O)C(=O)N[C@@H](CC(C)C)C(=O)N[C@@H](CCC(OC(C)(C)C)=O)C(=O)N[C@@H](CC(N)=O)C(=O)N[C@@H](CC1=CC=C(C=C1)OC(C)(C)C)C(=O)N[C@@H](CSC(C1=CC=CC=C1)(C1=CC=CC=C1)C1=CC=CC=C1)C(=O)N[C@@H](CC(N)=O)C(=O)OC(C)(C)C.FC(F)(F)C(=O)O (H-Ile-Cys(Trt)-Ser-Leu-Tyr(But)-Gln-Leu-Glu(OBut)-Asn-Tyr(But)-Cys(Trt)-Asn-OBut trifluoroacetate), O (water). The solvent is C(C)S (ethylmercaptan), FC(C(=O)O)(F)F (trifluoroacetic acid). Reaction conditions: time 4 hour. Yields the product N[C@@H]([C@@H](C)CC)C(=O)N[C@@H](CS)C(=O)N[C@@H](CO)C(=O)N[C@@H](CC(C)C)C(=O)N[C@@H](CC1=CC=C(C=C1)O)C(=O)N[C@@H](CCC(N)=O)C(=O)N[C@@H](CC(C)C)C(=O)N[C@@H](CCC(O)=O)C(=O)N[C@@H](CC(N)=O)C(=O)N[C@@H](CC1=CC=C(C=C1)O)C(=O)N[C@@H](CS)C(=O)N[C@@H](CC(N)=O)C(=O)O (H-Ile-Cys-Ser-Leu-Tyr-Gln-Leu-Glu-Asn-Tyr-Cys-Asn-OH). Reaction SMILES: [NH2:1][C@H:2]([C:7]([NH:9][C@H:10]([C:32]([NH:34][C@H:35]([C:38]([NH:40][C@H:41]([C:46]([NH:48][C@H:49]([C:62]([NH:64][C@H:65]([C:71]([NH:73][C@H:74]([C:79]([NH:81][C@H:82]([C:92]([NH:94][C@H:95]([C:100]([NH:102][C@H:103]([C:116]([NH:118][C@H:119]([C:141]([NH:143][C@H:144]([C:149]([O:151]C(C)(C)C)=[O:150])[CH2:145][C:146](=[O:148])[NH2:147])=[O:142])[CH2:120][S:121]C(C1C=CC=CC=1)(C1C=CC=CC=1)C1C=CC=CC=1)=[O:117])[CH2:104][C:105]1[CH:110]=[CH:109][C:108]([O:111]C(C)(C)C)=[CH:107][CH:106]=1)=[O:101])[CH2:96][C:97](=[O:99])[NH2:98])=[O:93])[CH2:83][CH2:84][C:85](=[O:91])[O:86]C(C)(C)C)=[O:80])[CH2:75][CH:76]([CH3:78])[CH3:77])=[O:72])[CH2:66][CH2:67][C:68](=[O:70])[NH2:69])=[O:63])[CH2:50][C:51]1[CH:56]=[CH:55][C:54]([O:57]C(C)(C)C)=[CH:53][CH:52]=1)=[O:47])[CH2:42][CH:43]([CH3:45])[CH3:44])=[O:39])[CH2:36][OH:37])=[O:33])[CH2:11][S:12]C(C1C=CC=CC=1)(C1C=CC=CC=1)C1C=CC=CC=1)=[O:8])[C@H:3]([CH2:5][CH3:6])[CH3:4].FC(C(O)=O)(F)F.O>C(S)C.FC(F)(F)C(O)=O>[NH2:1][C@H:2]([C:7]([NH:9][C@H:10]([C:32]([NH:34][C@H:35]([C:38]([NH:40][C@H:41]([C:46]([NH:48][C@H:49]([C:62]([NH:64][C@H:65]([C:71]([NH:73][C@H:74]([C:79]([NH:81][C@H:82]([C:92]([NH:94][C@H:95]([C:100]([NH:102][C@H:103]([C:116]([NH:118][C@H:119]([C:141]([NH:143][C@H:144]([C:149]([OH:151])=[O:150])[CH2:145][C:146](=[O:148])[NH2:147])=[O:142])[CH2:120][SH:121])=[O:117])[CH2:104][C:105]1[CH:106]=[CH:107][C:108]([OH:111])=[CH:109][CH:110]=1)=[O:101])[CH2:96][C:97](=[O:99])[NH2:98])=[O:93])[CH2:83][CH2:84][C:85](=[O:86])[OH:91])=[O:80])[CH2:75][CH:76]([CH3:77])[CH3:78])=[O:72])[CH2:66][CH2:67][C:68](=[O:70])[NH2:69])=[O:63])[CH2:50][C:51]1[CH:52]=[CH:53][C:54]([OH:57])=[CH:55][CH:56]=1)=[O:47])[CH2:42][CH:43]([CH3:44])[CH3:45])=[O:39])[CH2:36][OH:37])=[O:33])[CH2:11][SH:12])=[O:8])[C@H:3]([CH2:5][CH3:6])[CH3:4] |f:0.1|. Procedure details: 3.429 g (1.5 mmoles) of H-Ile-Cys(Trt)-Ser-Leu-Tyr(But)-Gln-Leu-Glu(OBut)-Asn-Tyr(But)-Cys(Trt)-Asn-OBut trifluoroacetate are dissolved in a mixture of 19 ml of ethylmercaptan and 19 ml of trifluoroacetic acid. The reaction mixture is stirred for 4 hours at room temperature and is then poured into 250 ml of water, while stirring. The precipitate is filtered off, washed with ether and dried. It is then triturated with ether, filtered off and dried. Yield 1.964 g. This substance is then deblocked ... The reactants are CCOC(=N)N1Cc2ccccc2-c2ccccc2C1, O=C(Cl)c1cccs1. The product is CCOC(=NC(=O)c1cccs1)N1Cc2ccccc2-c2ccccc2C1. As a reaction SMILES: [cH:1]1[cH:2][cH:3][cH:4][c:5]2[c:11]1-[c:10]1[c:9]([cH:15][cH:14][cH:13][cH:12]1)[CH2:8][N:7]([C:16]([O:17][CH2:18][CH3:19])=[NH:20])[CH2:6]2.[s:21]1[c:22]([C:26](=[O:27])[Cl:28])[cH:23][cH:24][cH:25]1>>[cH:1]1[cH:2][cH:3][cH:4][c:5]2[c:11]1-[c:10]1[c:9]([cH:15][cH:14][cH:13][cH:12]1)[CH2:8][N:7]([C:16]([O:17][CH2:18][CH3:19])=[N:20][C:26]([c:22]1[s:21][cH:25][cH:24][cH:23]1)=[O:27])[CH2:6]2.